Dataset: the Open Reaction Database (ORD), a public repository of structured organic reaction records. Task: describe an organic reaction: reactants, conditions, products, and yield The reagents and catalysts are [Pd] (Pd/C). The reactants are [H][H] (hydrogen), [N+](=O)([O-])C=1C=C(C(=O)C2=CC(=CC=C2)[N+](=O)[O-])C=CC1Cl (3,3'-dinitro-4-chlorobenzophenone), C(C)O (ethanol), [H][H] (hydrogen). Product: C1=CC(=CC(=C1)N)CC2=CC(=CC=C2)N (3,3'-diaminodiphenylmethane). Run in C(C)(C)O (isopropyl alcohol). As a reaction SMILES: [N+:1]([C:4]1[CH:5]=[C:6]([CH:18]=[CH:19][C:20]=1Cl)[C:7]([C:9]1[CH:14]=[CH:13][CH:12]=[C:11]([N+:15]([O-])=O)[CH:10]=1)=O)([O-])=O.C(O)C.[H][H]>C(O)(C)C.[Pd]>[CH:13]1[CH:12]=[C:11]([NH2:15])[CH:10]=[C:9]([CH2:7][C:6]2[CH:18]=[CH:19][CH:20]=[C:4]([NH2:1])[CH:5]=2)[CH:14]=1. Procedure: 30.7 g (0.1 mol) of 3,3'-dinitro-4-chlorobenzophenone, 1.5 g of 5% Pd/C and 100 ml of ethanol were charged in a closed glass vessel equipped with a thermometer and a stirrer. While stirring the mixture at a temperature of 65° to 70° C., hydrogen was introduced thereto and 20.1 l (0.9 mol) of hydrogen was absorbed in 6 hours. Since no more absorption of hydrogen was observed, the reaction was terminated at this point. The reaction mixture was cooled to room temperature and filtered to obtain a bl... The yield is 82.2%. Starting materials: OC1=C(C=C(C=C1)O)C(C)=O (2',5'-dihydroxyacetophenone), FC=1C=C(C(=O)Cl)C=CC1 (3-fluorobenzoyl chloride), BrCCCCCCCl (1-bromo-6-chlorohexane), OC1CCNCC1 (4-hydroxypiperidine). Product: FC=1C=C(C=CC1)C=1OC2=C(C(C1)=O)C=C(C=C2)OCCCCCCN2CCC(CC2)O (2-(3-Fluorophenyl)-6-[6-(4-hydroxypiperidinyl)hexoxy]-4H-1-benzopyran-4-one). RXN SMILES: [OH:1][C:2]1[CH:7]=[CH:6][C:5]([OH:8])=[CH:4][C:3]=1[C:9](=[O:11])[CH3:10].[F:12][C:13]1[CH:14]=[C:15]([CH:19]=[CH:20][CH:21]=1)[C:16](Cl)=O.Br[CH2:23][CH2:24][CH2:25][CH2:26][CH2:27][CH2:28]Cl.[OH:30][CH:31]1[CH2:36][CH2:35][NH:34][CH2:33][CH2:32]1>>[F:12][C:13]1[CH:14]=[C:15]([C:16]2[O:1][C:2]3[CH:7]=[CH:6][C:5]([O:8][CH2:23][CH2:24][CH2:25][CH2:26][CH2:27][CH2:28][N:34]4[CH2:35][CH2:36][CH:31]([OH:30])[CH2:32][CH2:33]4)=[CH:4][C:3]=3[C:9](=[O:11])[CH:10]=2)[CH:19]=[CH:20][CH:21]=1. Procedure: The compound was prepared by a method similar to Example 11 from 2',5'-dihydroxyacetophenone, 3-fluorobenzoyl chloride, 1-bromo-6-chlorohexane, and 4-hydroxypiperidine: mp 136°-137° C.